From a dataset of the Open Reaction Database (ORD), a public repository of structured organic reaction records. describe an organic reaction: reactants, conditions, products, and yield The reactants are CCCC[Sn](Cl)(CCCC)CCCC, [Li]CCCC, CC(C)NC(C)C, [Cl-], [NH4+], C1CCOC1, c1ccnnc1. The product is CCCC[Sn](CCCC)(CCCC)c1cccnn1. RXN SMILES: [CH2:19]([CH2:20][CH2:21][CH3:22])[Sn:23]([CH2:24][CH2:25][CH2:26][CH3:27])([CH2:28][CH2:29][CH2:30][CH3:31])[Cl:32].[CH2:1]([Li:2])[CH2:3][CH2:4][CH3:5].[CH:6]([NH:7][CH:8]([CH3:9])[CH3:10])([CH3:11])[CH3:12].[Cl-:33].[NH4+:34].[O:35]1[CH2:36][CH2:37][CH2:38][CH2:39]1.[cH:13]1[cH:14][cH:15][n:16][n:17][cH:18]1>>[cH:13]1[cH:14][c:15]([Sn:23]([CH2:19][CH2:20][CH2:21][CH3:22])([CH2:24][CH2:25][CH2:26][CH3:27])[CH2:28][CH2:29][CH2:30][CH3:31])[n:16][n:17][cH:18]1. Starting materials: BrC1=C(C(=O)NC(C)(C)C)C=CC=C1[N+](=O)[O-] (2-bromo-N-tert-butyl-3-nitrobenzamide), C1(CC1)N (cyclopropanamine). Run in C1CCOC1 (THF), CCOC(=O)C (EtOAc). Conditions: temperature 60 celsius. The product is C(C)(C)(C)NC(C1=C(C(=CC=C1)[N+](=O)[O-])NC1CC1)=O (N-tert-butyl-2-(cyclopropylamino)-3-nitrobenzamide). As a reaction SMILES: Br[C:2]1[C:14]([N+:15]([O-:17])=[O:16])=[CH:13][CH:12]=[CH:11][C:3]=1[C:4]([NH:6][C:7]([CH3:10])([CH3:9])[CH3:8])=[O:5].[CH:18]1([NH2:21])[CH2:20][CH2:19]1>C1COCC1.CCOC(C)=O>[C:7]([NH:6][C:4](=[O:5])[C:3]1[CH:11]=[CH:12][CH:13]=[C:14]([N+:15]([O-:17])=[O:16])[C:2]=1[NH:21][CH:18]1[CH2:20][CH2:19]1)([CH3:10])([CH3:9])[CH3:8]. Reported procedure: A mixture of 2-bromo-N-tert-butyl-3-nitrobenzamide (460 mg, 1.52 mmol) and cyclopropanamine (350 μL, 4.55 mmol) in THF (10 mL) was heated at 60° C. for 18 h. The reaction mixture was diluted with EtOAc, washed with water, brine, dried over magnesium sulfate, and concentrated in vacuo. The residue was purified by flash chromatography on silica gel using EtOAC:DCM (1:1) as eluent to give N-tert-butyl-2-(cyclopropylamino)-3-nitrobenzamide: 1H NMR (400 MHz, CDCl3) δ 8.26 (1H, br), 8.09 (1H, dd, J=8.... The reactants are CS(=O)(=O)Nc1ccc2c(c1)C(=O)CC1(CCN(CCc3ccc(C#N)cc3)CC1)O2, O=C([O-])O, C1CCOC1, CC(=O)O, [Na+], O. The product is C=C1C(=O)c2cc(NS(C)(=O)=O)ccc2OC12CCN(CCc1ccc(C#N)cc1)CC2. As a reaction SMILES: [C:1](#[N:2])[c:3]1[cH:4][cH:5][c:6]([CH2:9][CH2:10][N:11]2[CH2:12][CH2:13][C:14]3([O:15][c:16]4[c:17]([cH:21][c:22]([NH:25][S:26](=[O:27])(=[O:28])[CH3:29])[cH:23][cH:24]4)[C:18](=[O:20])[CH2:19]3)[CH2:30][CH2:31]2)[cH:7][cH:8]1.[C:36](=[O:37])([O-:38])[OH:39].[CH2:41]1[O:42][CH2:43][CH2:44][CH2:45]1.[CH3:32][C:33](=[O:34])[OH:35].[Na+:40].[OH2:46]>>[C:1](#[N:2])[c:3]1[cH:4][cH:5][c:6]([CH2:9][CH2:10][N:11]2[CH2:12][CH2:13][C:14]3([O:15][c:16]4[c:17]([cH:21][c:22]([NH:25][S:26](=[O:27])(=[O:28])[CH3:29])[cH:23][cH:24]4)[C:18](=[O:20])[C:19]3=[CH2:32])[CH2:30][CH2:31]2)[cH:7][cH:8]1. The reactants are CN1CC=C(c2c[nH]c3ccc(C(F)(F)F)cc23)CC1, O=S(=O)(Cl)c1ccc(F)cc1. Yields the product CN1CC=C(c2cn(S(=O)(=O)c3ccc(F)cc3)c3ccc(C(F)(F)F)cc23)CC1, Cl. Reaction SMILES: [CH3:1][N:2]1[CH2:3][CH2:4][C:5]([c:8]2[cH:9][nH:10][c:11]3[cH:12][cH:13][c:14]([C:17]([F:18])([F:19])[F:20])[cH:15][c:16]23)=[CH:6][CH2:7]1.[F:21][c:22]1[cH:23][cH:24][c:25]([S:28](=[O:29])(=[O:30])[Cl:31])[cH:26][cH:27]1>>[CH3:1][N:2]1[CH2:3][CH2:4][C:5]([c:8]2[cH:9][n:10]([S:28]([c:25]3[cH:24][cH:23][c:22]([F:21])[cH:27][cH:26]3)(=[O:29])=[O:30])[c:11]3[cH:12][cH:13][c:14]([C:17]([F:18])([F:19])[F:20])[cH:15][c:16]23)=[CH:6][CH2:7]1.[ClH:31]. The reactants are COC1=CC=C2C=CC=C(C2=C1)C=CC(=O)OCC (Ethyl 3-(7-methoxy-1-naphthyl)-2-propenoate). Product: COC1=CC=C2C=CC=C(C2=C1)C=CC(=O)O (3-(7-Methoxy-1-naphthyl)-2-propenoic Acid). Conditions: time 8 hour. Run in C(C)O (ethanol), [OH-].[Na+] (sodium hydroxide). Reaction SMILES: [CH3:1][O:2][C:3]1[CH:12]=[C:11]2[C:6]([CH:7]=[CH:8][CH:9]=[C:10]2[CH:13]=[CH:14][C:15]([O:17]CC)=[O:16])=[CH:5][CH:4]=1>C(O)C.[OH-].[Na+]>[CH3:1][O:2][C:3]1[CH:12]=[C:11]2[C:6]([CH:7]=[CH:8][CH:9]=[C:10]2[CH:13]=[CH:14][C:15]([OH:17])=[O:16])=[CH:5][CH:4]=1 |f:2.3|. Procedure: 8.4 g (32.8 mmol) of the ester obtained in Step D dissolved in 150 ml of ethanol in the presence of 40 ml of 2N sodium hydroxide solution are stirred for 3 hours at room temperature and overnight at reflux to yield the title acid in the form of a white solid. Reactants: OC(COC1=CC(=C(C=C1)NC=1OCC(C1C(=O)OCC)=O)C)CO (ethyl 2-{[4-(2,3-dihydroxypropoxy)-2-methylphenyl]amino}-4-oxo-4,5-dihydrofuran-3-carboxylate), N1C=C(C2=CC=CN=C12)C=O (7-azaindole-3-carboxaldehyde), N1CCCCC1 (piperidine). Solvent: C(C)O (ethanol). The product is N1C=C(C=2C1=NC=CC2)C=C2C(C(=C(O2)NC2=C(C=C(C=C2)OCC(CO)O)C)C(=O)OCC)=O (Ethyl 5-[(1H-pyrrolo[2,3-b]pyridin-3-yl)methylene]-2-{[4-(2,3-dihydroxypropoxy)-2-methylphenyl]amino}-4-oxo-4,5-dihydrofuran-3-carboxylate). Isolated yield 22.5%. As a reaction SMILES: [OH:1][CH:2]([CH2:24][OH:25])[CH2:3][O:4][C:5]1[CH:10]=[CH:9][C:8]([NH:11][C:12]2[O:13][CH2:14][C:15](=[O:22])[C:16]=2[C:17]([O:19][CH2:20][CH3:21])=[O:18])=[C:7]([CH3:23])[CH:6]=1.[NH:26]1[C:34]2[C:29](=[CH:30][CH:31]=[CH:32][N:33]=2)[C:28]([CH:35]=O)=[CH:27]1.N1CCCCC1>C(O)C>[NH:26]1[C:34]2=[N:33][CH:32]=[CH:31][CH:30]=[C:29]2[C:28]([CH:35]=[C:14]2[O:13][C:12]([NH:11][C:8]3[CH:9]=[CH:10][C:5]([O:4][CH2:3][CH:2]([OH:1])[CH2:24][OH:25])=[CH:6][C:7]=3[CH3:23])=[C:16]([C:17]([O:19][CH2:20][CH3:21])=[O:18])[C:15]2=[O:22])=[CH:27]1. Procedure details: To a stirred solution of ethyl 2-{[4-(2,3-dihydroxypropoxy)-2-methylphenyl]amino}-4-oxo-4,5-dihydrofuran-3-carboxylate (0.17 g, 0.50 mmol) which similarly prepared according to the procedure described in the Example 74, First step to Fourth step and 7-azaindole-3-carboxaldehyde (0.070 g, 0.50 mmol) in ethanol (5.0 mL), piperidine (0.10 mL, 1.0 mmol) was added at ambient temperature. The mixture was refluxed for 2 days. Cooled to ambient temperature, the precipitate was collected by filtration, w... The reactants are CS(C)=O, FC(F)(F)c1cccc(CCl)c1, N#C[Na], O. Yields the product N#CCc1cccc(C(F)(F)F)c1. Reaction SMILES: [CH3:16][S:17]([CH3:18])=[O:19].[F:1][C:2]([c:3]1[cH:4][c:5]([CH2:6][Cl:7])[cH:8][cH:9][cH:10]1)([F:11])[F:12].[Na:13][C:14]#[N:15].[OH2:20]>>[F:1][C:2]([c:3]1[cH:4][c:5]([CH2:6][C:14]#[N:15])[cH:8][cH:9][cH:10]1)([F:11])[F:12]. Procedure details: In a flame dried round-bottomed flask equipped with a magnetic stir bar and under inert atmosphere (N2), a solution of 5-(2-methyl-[1,3]dioxolan-2-yl)-pentanoic acid methyl ester (5.43 g, 26.85 mmol) in a mixture of THF (70 mL) and water (70 mL) was treated at rt with lithium hydroxide monohydrate (1.45 g, 34.55 mmol) and the mixture was stirred for 3 h at rt. The THF was removed under reduced pressure and the aqueous phase was washed with EA, concentrated under reduced pressure and poured in co... Run in C1CCOC1 (THF), O (water). RXN SMILES: N#N.C[O:4][C:5](=[O:16])[CH2:6][CH2:7][CH2:8][CH2:9][C:10]1([CH3:15])[O:14][CH2:13][CH2:12][O:11]1.O.[OH-].[Li+]>C1COCC1.O>[CH3:15][C:10]1([CH2:9][CH2:8][CH2:7][CH2:6][C:5]([OH:16])=[O:4])[O:14][CH2:13][CH2:12][O:11]1 |f:2.3.4|. Starting materials: N#N (N2), O.[OH-].[Li+] (lithium hydroxide monohydrate), COC(CCCCC1(OCCO1)C)=O (5-(2-methyl-[1,3]dioxolan-2-yl)-pentanoic acid methyl ester). Conditions: time 3 hour. Product: CC1(OCCO1)CCCCC(=O)O (5-(2-Methyl-[1,3]dioxolan-2-yl)-pentanoic acid).